Dataset: the Open Reaction Database (ORD), a public repository of structured organic reaction records. Task: describe an organic reaction: reactants, conditions, products, and yield Reactants: BrCC(=O)OCC (Ethyl bromoacetate), C[Si](C)(C)[N-][Si](C)(C)C.[Na+] (sodium bis(trimethylsilyl)amide), C1CCOC1 (THF), O[C@H]1CN(CC1)C(=O)OC(C)(C)C ((R)-tert-butyl 3-hydroxypyrrolidine-1-carboxylate). Run in CN(C)C=O (DMF). Run at time 10 minute. The product is C(C)OC(=O)CO[C@H]1CN(CC1)C(=O)OC(C)(C)C (tert-butyl (3R)-3-(ethoxycarbonylmethoxy)pyrrolidine-1-carboxylate). Reaction SMILES: C[Si]([N-][Si](C)(C)C)(C)C.[Na+].C1COCC1.[OH:16][C@@H:17]1[CH2:21][CH2:20][N:19]([C:22]([O:24][C:25]([CH3:28])([CH3:27])[CH3:26])=[O:23])[CH2:18]1.Br[CH2:30][C:31]([O:33][CH2:34][CH3:35])=[O:32]>CN(C=O)C>[CH2:34]([O:33][C:31]([CH2:30][O:16][C@@H:17]1[CH2:21][CH2:20][N:19]([C:22]([O:24][C:25]([CH3:28])([CH3:27])[CH3:26])=[O:23])[CH2:18]1)=[O:32])[CH3:35] |f:0.1|. Reported procedure: A solution of sodium bis(trimethylsilyl)amide in THF (58.7 mL, 58.75 mmol) was added dropwise to a stirred solution of (R)-tert-butyl 3-hydroxypyrrolidine-1-carboxylate (10 g, 53.41 mmol) in DMF (100 mL) over a period of 10 minutes under nitrogen. The resulting solution was stirred at ambient temperature for 10 minutes. Ethyl bromoacetate (8.92 g, 53.41 mmol) was added dropwise over 10 minutes (exotherm. Temperature kept below 30° C. using a cold water bath) and the reaction was stirred at ambie... Reactants: ClC1=CC=C(C=C1)C(N1CC(C1)=C(S(=O)(=O)C)C1=CC(=CC=C1)OC)C1=CC=C(C=C1)Cl (1-[bis(4-chlorophenyl)methyl]-3-[(3-methoxyphenyl)(methylsulfonyl)methylene]azetidine), solution, B(Br)(Br)Br (boron tribromide). Solvent: ClCCl (dichloromethane). The product is ClC1=CC=C(C=C1)C(N1CC(C1)=C(S(=O)(=O)C)C1=CC(=CC=C1)O)C1=CC=C(C=C1)Cl (1-[bis(4-chlorophenyl)methyl]-3-[(3-hydroxyphenyl)(methylsulfonyl)methylene]azetidine). The yield is 2.1%. Reaction SMILES: [Cl:1][C:2]1[CH:7]=[CH:6][C:5]([CH:8]([C:26]2[CH:31]=[CH:30][C:29]([Cl:32])=[CH:28][CH:27]=2)[N:9]2[CH2:12][C:11](=[C:13]([C:18]3[CH:23]=[CH:22][CH:21]=[C:20]([O:24]C)[CH:19]=3)[S:14]([CH3:17])(=[O:16])=[O:15])[CH2:10]2)=[CH:4][CH:3]=1.B(Br)(Br)Br>ClCCl>[Cl:32][C:29]1[CH:30]=[CH:31][C:26]([CH:8]([C:5]2[CH:4]=[CH:3][C:2]([Cl:1])=[CH:7][CH:6]=2)[N:9]2[CH2:12][C:11](=[C:13]([C:18]3[CH:23]=[CH:22][CH:21]=[C:20]([OH:24])[CH:19]=3)[S:14]([CH3:17])(=[O:16])=[O:15])[CH2:10]2)=[CH:27][CH:28]=1. Procedure details: On carrying out the operation according to the procedure of Example 32 starting with 4.8 g of 1-[bis(4-chlorophenyl)methyl]-3-[(3-methoxyphenyl)(methylsulfonyl)methylene]azetidine, 32 cm3 of a 1 M solution of boron tribromide in dichloromethane, the residue obtained is purified by chromatography on a silica gel column (particle size 0.04-0.06 mm, diameter 3 cm, height 30 cm), at a nitrogen pressure of 0.5 bar with a mixture of dichloromethane and ethanol (98/2 by volume) as eluent and collecting... The reactants are CCOC(=O)c1cc(N)cc2ccccc12, Cl, O=N[O-], [Na+]. Product: CCOC(=O)c1cc(NN)cc2ccccc12, Cl. Reaction SMILES: [CH2:1]([CH3:2])[O:3][C:4](=[O:5])[c:6]1[cH:7][c:8]([NH2:16])[cH:9][c:10]2[cH:11][cH:12][cH:13][cH:14][c:15]12.[ClH:21].[N:17]([O-:18])=[O:19].[Na+:20]>>[CH2:1]([CH3:2])[O:3][C:4](=[O:5])[c:6]1[cH:7][c:8]([NH:16][NH2:17])[cH:9][c:10]2[cH:11][cH:12][cH:13][cH:14][c:15]12.[ClH:21]. Starting materials: O=C([O-])[O-], COc1c2c(c(OC)c(OC)c1OC)CC(CCCCCCCCI)C2, [K+], [K+], CN(C)C=O, O, Oc1ccc(Cl)cc1. The product is COc1c2c(c(OC)c(OC)c1OC)CC(CCCCCCCCOc1ccc(Cl)cc1)C2. Reaction SMILES: [C:35](=[O:36])([O-:37])[O-:38].[I:1][CH2:2][CH2:3][CH2:4][CH2:5][CH2:6][CH2:7][CH2:8][CH2:9][CH:10]1[CH2:11][c:12]2[c:13]([O:25][CH3:26])[c:14]([O:23][CH3:24])[c:15]([O:21][CH3:22])[c:16]([O:19][CH3:20])[c:17]2[CH2:18]1.[K+:39].[K+:40].[O:41]=[CH:42][N:43]([CH3:44])[CH3:45].[OH2:46].[OH:27][c:28]1[cH:29][cH:30][c:31]([Cl:32])[cH:33][cH:34]1>>[CH2:2]([CH2:3][CH2:4][CH2:5][CH2:6][CH2:7][CH2:8][CH2:9][CH:10]1[CH2:11][c:12]2[c:13]([O:25][CH3:26])[c:14]([O:23][CH3:24])[c:15]([O:21][CH3:22])[c:16]([O:19][CH3:20])[c:17]2[CH2:18]1)[O:27][c:28]1[cH:29][cH:30][c:31]([Cl:32])[cH:33][cH:34]1.